Dataset: the Open Reaction Database (ORD), a public repository of structured organic reaction records. Task: describe an organic reaction: reactants, conditions, products, and yield The reactants are ClC[C@H](CNC(=O)C=1C=NN2C1N=C(C=C2)N2C(CC(C2)(F)F)C2=C(C=CC(=C2)F)O)O (N-((S)-3-chloro-2-hydroxypropyl)-5-(4,4-difluoro-2-(5-fluoro-2-hydroxyphenyl)pyrrolidin-1-yl)pyrazolo[1,5-a]pyrimidine-3-carboxamide), C(=O)([O-])[O-].[Cs+].[Cs+] (Cs2CO3). Run in CN(C)C=O (DMF). Run at temperature 85 celsius. Product: FC1(CN2C=3C=CN4N=CC(C(NC[C@@H](COC=5C=CC(=CC5C2C1)F)O)=O)=C4N3)F ((15S)-4,4,9-trifluoro-15-hydroxy-13-oxa-2,17,21,22,25-pentaazapentacyclo[17.5.2.02,6.07,12.022,26]hexacosa-1(25),7(12), 8,10,19(26),20,23-heptaen-18-one). Isolated yield 20.0%. Reaction SMILES: Cl[CH2:2][C@@H:3]([OH:32])[CH2:4][NH:5][C:6]([C:8]1[CH:9]=[N:10][N:11]2[CH:16]=[CH:15][C:14]([N:17]3[CH2:21][C:20]([F:23])([F:22])[CH2:19][CH:18]3[C:24]3[CH:29]=[C:28]([F:30])[CH:27]=[CH:26][C:25]=3[OH:31])=[N:13][C:12]=12)=[O:7].C([O-])([O-])=O.[Cs+].[Cs+]>CN(C=O)C>[F:22][C:20]1([F:23])[CH2:19][CH:18]2[N:17]([C:14]3[CH:15]=[CH:16][N:11]4[C:12]([N:13]=3)=[C:8]([C:6](=[O:7])[NH:5][CH2:4][C@H:3]([OH:32])[CH2:2][O:31][C:25]3[CH:26]=[CH:27][C:28]([F:30])=[CH:29][C:24]=32)[CH:9]=[N:10]4)[CH2:21]1 |f:1.2.3|. Procedure: A mixture of N-((S)-3-chloro-2-hydroxypropyl)-5-(4,4-difluoro-2-(5-fluoro-2-hydroxyphenyl)pyrrolidin-1-yl)pyrazolo[1,5-a]pyrimidine-3-carboxamide (0.060 g, 0.128 mmol) and Cs2CO3 (0.208 g, 0.639 mmol) in DMF (6.4 mL) was heated at 85° C. for 30 minutes. The reaction mixture was cooled to ambient temperature and filtered. The filtrate was concentrated under reduced pressure to give the crude material which was purified by silica gel flash column chromatography (CH2Cl2 to NH4OH:MeOH:CH2Cl2=0.5:5:9... The reactants are CN(C)S(=O)(=O)n1nc(C(F)(F)F)cc1Cl, [Na+], [Na+], O=C([O-])[O-], O, O=C(O)C(F)(F)F. Yields the product FC(F)(F)c1cc(Cl)[nH]n1. As a reaction SMILES: [Cl:1][c:2]1[cH:3][c:4]([C:13]([F:14])([F:15])[F:16])[n:5][n:6]1[S:7]([N:8]([CH3:9])[CH3:10])(=[O:11])=[O:12].[Na+:24].[Na+:25].[O-:26][C:27](=[O:28])[O-:29].[OH2:30].[OH:17][C:18]([C:19]([F:20])([F:21])[F:22])=[O:23]>>[Cl:1][c:2]1[cH:3][c:4]([C:13]([F:14])([F:15])[F:16])[n:5][nH:6]1. Reactants: [Si](C)(C)(C(C)(C)C)OC(CC(=O)O)C ((-)-3-t-butyldimethylsilyloxybutyric acid), C1(=CC=CC=C1)S (thiophenol), C1(CCCCC1)N=C=NC1CCCCC1 (N,N'-dicyclohexylcarbodiimide). Run in C(Cl)Cl (methylene chloride). Reaction conditions: time 2 hour. The product is C1(=CC=CC=C1)SOC(CC(C)O[Si](C)(C)C(C)(C)C)=O ((-)-3-t-butyldimethylsilyloxybutyric acid phenylthio ester). Yield: 79.8%. Reaction SMILES: [Si:1]([O:8][CH:9]([CH3:14])[CH2:10][C:11]([OH:13])=[O:12])([C:4]([CH3:7])([CH3:6])[CH3:5])([CH3:3])[CH3:2].[C:15]1([SH:21])[CH:20]=[CH:19][CH:18]=[CH:17][CH:16]=1.C1(N=C=NC2CCCCC2)CCCCC1>C(Cl)Cl>[C:15]1([S:21][O:12][C:11](=[O:13])[CH2:10][CH:9]([O:8][Si:1]([C:4]([CH3:7])([CH3:6])[CH3:5])([CH3:3])[CH3:2])[CH3:14])[CH:20]=[CH:19][CH:18]=[CH:17][CH:16]=1. Procedure details: To a solution of 3.18 g (19.2 mmol) of (-)-3-t-butyldimethylsilyloxybutyric acid and 2.26 ml (22 mmol) of thiophenol dissolved in 100 ml of methylene chloride, 4.53 g (22 mmol) of N,N'-dicyclohexylcarbodiimide was added. After stirring the mixture at room temperature for 2 hours, the resultant was filtered and the filtrate was concentrated and distilled (110° to 116° C./0.3 mmHg) to give 5.00 g of (-)-3-t-butyldimethylsilyloxybutyric acid phenylthio ester (yield: 83%). The reactants are COc1ccc(CN(c2cc(NC3CCSCC3)nn3c(C(=O)Nc4ccnc(Cl)c4)cnc23)C2CC2)cc1, ClCCl, O=C(O)C(F)(F)F. Product: O=C(Nc1ccnc(Cl)c1)c1cnc2c(NC3CC3)cc(NC3CCSCC3)nn12. Reaction SMILES: [Cl:1][c:2]1[n:3][cH:4][cH:5][c:6]([NH:8][C:9](=[O:10])[c:11]2[cH:12][n:13][c:14]3[n:15]2[n:16][c:17]([NH:33][CH:34]2[CH2:35][CH2:36][S:37][CH2:38][CH2:39]2)[cH:18][c:19]3[N:20]([CH2:21][c:22]2[cH:23][cH:24][c:25]([O:26][CH3:27])[cH:28][cH:29]2)[CH:30]2[CH2:31][CH2:32]2)[cH:7]1.[Cl:47][CH2:48][Cl:49].[F:40][C:41]([F:42])([F:43])[C:44]([OH:45])=[O:46]>>[Cl:1][c:2]1[n:3][cH:4][cH:5][c:6]([NH:8][C:9](=[O:10])[c:11]2[cH:12][n:13][c:14]3[n:15]2[n:16][c:17]([NH:33][CH:34]2[CH2:35][CH2:36][S:37][CH2:38][CH2:39]2)[cH:18][c:19]3[NH:20][CH:30]2[CH2:31][CH2:32]2)[cH:7]1. Starting materials: ClCc1ccccc1, [Na+], [OH-], O, c1c[nH]cn1. Yields the product c1ccc(Cn2ccnc2)cc1. Reaction SMILES: [Cl:8][CH2:9][c:10]1[cH:11][cH:12][cH:13][cH:14][cH:15]1.[Na+:2].[OH-:1].[OH2:16].[nH:3]1[cH:4][n:5][cH:6][cH:7]1>>[n:3]1([CH2:9][c:10]2[cH:11][cH:12][cH:13][cH:14][cH:15]2)[cH:4][n:5][cH:6][cH:7]1. The reactants are CS(=O)(=O)CCc1ccccn1, [K+], [K+], O=C([O-])[O-], COc1cc(C=O)ccc1O, CN(C)C=O, O. Product: COc1cc(C=O)ccc1CCc1ccccn1. As a reaction SMILES: [CH3:18][S:19](=[O:20])(=[O:21])[CH2:22][CH2:23][c:24]1[n:25][cH:26][cH:27][cH:28][cH:29]1.[K+:12].[K+:13].[O-:14][C:15]([O-:16])=[O:17].[O:1]=[CH:2][c:3]1[cH:4][c:5]([O:6][CH3:7])[c:8]([OH:9])[cH:10][cH:11]1.[O:31]=[CH:32][N:33]([CH3:34])[CH3:35].[OH2:30]>>[O:1]=[CH:2][c:3]1[cH:4][c:5]([O:6][CH3:7])[c:8]([CH2:22][CH2:23][c:24]2[n:25][cH:26][cH:27][cH:28][cH:29]2)[cH:10][cH:11]1.